Dataset: the Open Reaction Database (ORD), a public repository of structured organic reaction records. Task: describe an organic reaction: reactants, conditions, products, and yield Starting materials: ClCCl, CNS(=O)(=O)c1ccc(CO)cc1. Product: CNS(=O)(=O)c1ccc(C=O)cc1. RXN SMILES: [Cl:14][CH2:15][Cl:16].[OH:1][CH2:2][c:3]1[cH:4][cH:5][c:6]([S:9](=[O:10])(=[O:11])[NH:12][CH3:13])[cH:7][cH:8]1>>[O:1]=[CH:2][c:3]1[cH:4][cH:5][c:6]([S:9](=[O:10])(=[O:11])[NH:12][CH3:13])[cH:7][cH:8]1. Reactants: [N+](=O)([O-])C1=C2C=CC(=NC2=CC=C1)Cl (5-nitro-2-chloroquinoline), CC1=CC=C(O1)CN (5-methyl-2-furanmethanamine), FC=1C=C(C=C(C1)F)S(=O)(=O)Cl (3,5-difluorobenzenesulfonylchloride). Product: FC=1C=C(C=C(C1)F)S(=O)(=O)NC1=C2C=CC(=NC2=CC=C1)NCC=1OC(=CC1)C (3,5-Difluoro-N-{2-[(5-methyl-furan-2-ylmethyl)-amino]-quinolin-5-yl}-benzenesulfonamide). RXN SMILES: [N+:1]([C:4]1[CH:13]=[CH:12][CH:11]=[C:10]2[C:5]=1[CH:6]=[CH:7][C:8](Cl)=[N:9]2)([O-])=O.[CH3:15][C:16]1[O:20][C:19]([CH2:21][NH2:22])=[CH:18][CH:17]=1.[F:23][C:24]1[CH:25]=[C:26]([S:31](Cl)(=[O:33])=[O:32])[CH:27]=[C:28]([F:30])[CH:29]=1>>[F:30][C:28]1[CH:27]=[C:26]([S:31]([NH:1][C:4]2[CH:13]=[CH:12][CH:11]=[C:10]3[C:5]=2[CH:6]=[CH:7][C:8]([NH:22][CH2:21][C:19]2[O:20][C:16]([CH3:15])=[CH:17][CH:18]=2)=[N:9]3)(=[O:32])=[O:33])[CH:25]=[C:24]([F:23])[CH:29]=1. Procedure: The title compound, MS: m/e=430.5 (M+H+), was prepared in accordance with the general method of example 58 from 5-nitro-2-chloroquinoline, 5-methyl-2-furanmethanamine and 3,5-difluorobenzenesulfonylchloride. Reactants: C1CCCS1(=O)=O (tetramethylene sulfone), N[C@@H](CC1=CC=C(C=C1)O)C(=O)O (tyrosine), N[C@@H](CC1=CC=CC=C1)C(=O)O (phenylalanine), N[C@@H](CCC(=O)O)C(=O)O (glutamic acid), N[C@@H](CC(=O)O)C(=O)O (aspartic acid). Solvent: O (water). Conditions: temperature 190 celsius, time 15 minute. Product: N[C@@H](CCC(O)=O)C(=O)O.N[C@@H](CC(O)=O)C(=O)O.N[C@@H](CC1=CC=C(C=C1)O)C(=O)O.N[C@@H](CC1=CC=CC=C1)C(=O)O (Glu Asp Tyr Phe). Reaction SMILES: C1S(=O)(=O)CCC1.[NH2:8][C@H:9]([C:15]([OH:17])=[O:16])[CH2:10][CH2:11][C:12]([OH:14])=[O:13].[NH2:18][C@H:19]([C:24]([OH:26])=[O:25])[CH2:20][C:21]([OH:23])=[O:22].[NH2:27][C@H:28]([C:37]([OH:39])=[O:38])[CH2:29][C:30]1[CH:35]=[CH:34][C:33]([OH:36])=[CH:32][CH:31]=1.[NH2:40][C@H:41]([C:49]([OH:51])=[O:50])[CH2:42][C:43]1[CH:48]=[CH:47][CH:46]=[CH:45][CH:44]=1>O>[NH2:8][C@H:9]([C:15]([OH:17])=[O:16])[CH2:10][CH2:11][C:12](=[O:13])[OH:14].[NH2:18][C@H:19]([C:24]([OH:26])=[O:25])[CH2:20][C:21](=[O:22])[OH:23].[NH2:27][C@H:28]([C:37]([OH:39])=[O:38])[CH2:29][C:30]1[CH:31]=[CH:32][C:33]([OH:36])=[CH:34][CH:35]=1.[NH2:40][C@H:41]([C:49]([OH:51])=[O:50])[CH2:42][C:43]1[CH:48]=[CH:47][CH:46]=[CH:45][CH:44]=1 |f:6.7.8.9|. Procedure: 750 ml of tetramethylene sulfone was heated to 190° C. in an inert nitrogen atmosphere in a 4 liter flask with stirring. 294 g of glutamic acid was added and the mixture was heated for one-half hour. 266 g of aspartic acid was added and the mixture heated as rapidly as possible to 190° C. and held there for 15 minutes. 362 g of tyrosine was added and the mixture heated at 190° C. for 3 hours. 330 g of phenylalanine was added and the mixture heated at 190° C. for 1.5 hours. The hot melt was then ... The reactants are COC([C@@H](NC(=O)OCC1=CC=CC=C1)CO)=O (N-carbobenzyloxy-L-serine methyl ester), [Si](C1=CC=CC=C1)(C1=CC=CC=C1)(C(C)(C)C)Cl (t-butyldiphenylsilyl chloride), N1C=NC=C1 (imidazole), CN(C=O)C (dimethylformamide). Conditions: time 3 day. Yields the product COC([C@@H](N(C(=O)OCC1=CC=CC=C1)O[Si](C1=CC=CC=C1)(C1=CC=CC=C1)C(C)(C)C)CO)=O (t-butyldiphenylsilyloxy-N-carbobenzyloxy-L-serine methyl ester). Yield: 99.0%. RXN SMILES: [CH3:1][O:2][C:3](=[O:18])[C@H:4]([CH2:16][OH:17])[NH:5][C:6]([O:8][CH2:9][C:10]1[CH:15]=[CH:14][CH:13]=[CH:12][CH:11]=1)=[O:7].[Si:19](Cl)([C:32]([CH3:35])([CH3:34])[CH3:33])([C:26]1[CH:31]=[CH:30][CH:29]=[CH:28][CH:27]=1)[C:20]1[CH:25]=[CH:24][CH:23]=[CH:22][CH:21]=1.N1C=CN=C1.CN(C)C=[O:45]>>[CH3:1][O:2][C:3](=[O:18])[C@H:4]([CH2:16][OH:17])[N:5]([O:45][Si:19]([C:32]([CH3:35])([CH3:34])[CH3:33])([C:26]1[CH:31]=[CH:30][CH:29]=[CH:28][CH:27]=1)[C:20]1[CH:25]=[CH:24][CH:23]=[CH:22][CH:21]=1)[C:6]([O:8][CH2:9][C:10]1[CH:15]=[CH:14][CH:13]=[CH:12][CH:11]=1)=[O:7]. Procedure details: Subsequently, to a solution of N-carbobenzyloxy-L-serine methyl ester (4.40 g, 16.7 mmol) in dimethylformamide (210 ml) were added t-butyldiphenylsilyl chloride (5.20 ml, 20.0 mmol) and imidazole (1.36 g, 20.0 mmol) in an ice bath, and the mixture was stirred at room temperature for 3 days. After checking the completion of the reaction, the reaction mixture was partitioned between ethyl acetate and 10% aqueous sodium chloride solution. The organic layer was washed successively with saturated aqu... Starting materials: CC(=O)[O-], CO, CC(=O)O, CC(C)O, OCCNc1ccnc2cc(Cl)ccc12, [Na+], [Na+], [OH-], O. The product is OCCNc1ccnc2ccccc12. As a reaction SMILES: [CH3:17][C:18](=[O:19])[O-:20].[CH3:27][OH:28].[CH3:29][C:30](=[O:31])[OH:32].[CH:23]([OH:24])([CH3:25])[CH3:26].[Cl:1][c:2]1[cH:3][cH:4][c:5]2[c:6]([NH:12][CH2:13][CH2:14][OH:15])[cH:7][cH:8][n:9][c:10]2[cH:11]1.[Na+:16].[Na+:22].[OH-:21].[OH2:33]>>[cH:2]1[cH:3][cH:4][c:5]2[c:6]([NH:12][CH2:13][CH2:14][OH:15])[cH:7][cH:8][n:9][c:10]2[cH:11]1.